From a dataset of the Open Reaction Database (ORD), a public repository of structured organic reaction records. describe an organic reaction: reactants, conditions, products, and yield Starting materials: CC(=O)OC(C)=O, O=c1[nH]nc(-c2ccccc2)c(=O)[nH]1. Yields the product CC(=O)n1nc(-c2ccccc2)c(=O)[nH]c1=O. Reaction SMILES: [CH3:15][C:16](=[O:17])[O:18][C:19](=[O:20])[CH3:21].[c:1]1(-[c:7]2[c:8](=[O:14])[nH:9][c:10](=[O:13])[nH:11][n:12]2)[cH:2][cH:3][cH:4][cH:5][cH:6]1>>[c:1]1(-[c:7]2[c:8](=[O:14])[nH:9][c:10](=[O:13])[n:11]([C:16]([CH3:15])=[O:17])[n:12]2)[cH:2][cH:3][cH:4][cH:5][cH:6]1. Reaction SMILES: [CH2:1]([O:2][C:4]([C:5]([C:6]([F:7])([F:8])[F:9])([CH3:10])[O:11][CH2:12][C:13]([CH3:14])([NH:15][S:16](=[O:17])(=[O:18])[c:19]1[c:20]([N+:25](=[O:26])[O-:27])[cH:21][cH:22][cH:23][cH:24]1)[c:28]1[c:29]([F:35])[cH:30][cH:31][c:32]([Br:34])[cH:33]1)=[O:36])[CH3:3].[CH3:38][OH:39].[NH3:37]>>[C:4]([C:5]([C:6]([F:7])([F:8])[F:9])([CH3:10])[O:11][CH2:12][C:13]([CH3:14])([NH:15][S:16](=[O:17])(=[O:18])[c:19]1[c:20]([N+:25](=[O:26])[O-:27])[cH:21][cH:22][cH:23][cH:24]1)[c:28]1[c:29]([F:35])[cH:30][cH:31][c:32]([Br:34])[cH:33]1)(=[O:36])[NH2:37]. Starting materials: CCOC(=O)C(C)(OCC(C)(NS(=O)(=O)c1ccccc1[N+](=O)[O-])c1cc(Br)ccc1F)C(F)(F)F, CO, N. Yields the product CC(COC(C)(C(N)=O)C(F)(F)F)(NS(=O)(=O)c1ccccc1[N+](=O)[O-])c1cc(Br)ccc1F. Reactants: BrC(Br)(Br)Br, CC(C)(C)OP([O-])OC(C)(C)C, CC[N+](CC)(CC)Cc1ccccc1, [Cl-], ClCCl, [Na+], [OH-], [O-]P([O-])[O-]. Yields the product CC(C)(C)OP(=O)(Br)OC(C)(C)C. RXN SMILES: [C:1]([Br:2])([Br:3])([Br:4])[Br:5].[C:8]([CH3:9])([CH3:10])([CH3:11])[O:12][P:13]([O:14][C:15]([CH3:16])([CH3:17])[CH3:18])[O-:19].[CH2:25]([N+:26]([CH2:27][CH3:28])([CH2:29][CH3:30])[CH2:31][CH3:32])[c:33]1[cH:34][cH:35][cH:36][cH:37][cH:38]1.[Cl-:24].[Cl:39][CH2:40][Cl:41].[Na+:7].[OH-:6].[P:20]([O-:21])([O-:22])[O-:23]>>[Br:2][P:13]([O:12][C:8]([CH3:9])([CH3:10])[CH3:11])([O:14][C:15]([CH3:16])([CH3:17])[CH3:18])=[O:19]. The reactants are CC1(C)CCSc2cc(Br)ccc21, [Li]CCCC, CCCCCC, Cl, O=C=O, C1CCOC1. The product is CC1(C)CCSc2cc(C(=O)O)ccc21. Reaction SMILES: [Br:1][c:2]1[cH:3][c:4]2[c:5]([cH:12][cH:13]1)[C:6]([CH3:10])([CH3:11])[CH2:7][CH2:8][S:9]2.[CH2:14]([Li:15])[CH2:16][CH2:17][CH3:18].[CH3:28][CH2:29][CH2:30][CH2:31][CH2:32][CH3:33].[ClH:22].[O:19]=[C:20]=[O:21].[O:23]1[CH2:24][CH2:25][CH2:26][CH2:27]1>>[c:2]1([C:20](=[O:19])[OH:21])[cH:3][c:4]2[c:5]([cH:12][cH:13]1)[C:6]([CH3:10])([CH3:11])[CH2:7][CH2:8][S:9]2. The reactants are CC(=O)O[BH-](OC(C)=O)OC(C)=O, CC(=O)O, COc1cc(Nc2ncc(C=O)s2)ccc1-n1cnc(C)c1, Nc1ccc(F)cc1, [Na+], [Na+], C1CCOC1, [OH-]. Yields the product COc1cc(Nc2ncc(CNc3ccc(F)cc3)s2)ccc1-n1cnc(C)c1. Reaction SMILES: [C:31]([O:32][BH-:33]([O:34][C:35](=[O:36])[CH3:37])[O:38][C:39](=[O:40])[CH3:41])(=[O:42])[CH3:43].[CH3:52][C:53](=[O:54])[OH:55].[CH3:9][O:10][c:11]1[cH:12][c:13]([NH:23][c:24]2[s:25][c:26]([CH:29]=[O:30])[cH:27][n:28]2)[cH:14][cH:15][c:16]1-[n:17]1[cH:18][n:19][c:20]([CH3:22])[cH:21]1.[NH2:1][c:2]1[cH:3][cH:4][c:5]([F:6])[cH:7][cH:8]1.[Na+:44].[Na+:46].[O:47]1[CH2:48][CH2:49][CH2:50][CH2:51]1.[OH-:45]>>[NH:1]([c:2]1[cH:3][cH:4][c:5]([F:6])[cH:7][cH:8]1)[CH2:29][c:26]1[s:25][c:24]([NH:23][c:13]2[cH:12][c:11]([O:10][CH3:9])[c:16](-[n:17]3[cH:18][n:19][c:20]([CH3:22])[cH:21]3)[cH:15][cH:14]2)[n:28][cH:27]1.